Dataset: the Open Reaction Database (ORD), a public repository of structured organic reaction records. Task: describe an organic reaction: reactants, conditions, products, and yield Starting materials: O=C(O)C1CCCc2[nH]c3ccccc3c21, CN(C)C=O, ClCc1ccccc1, [Na+], [Na+], O=C([O-])[O-]. Product: O=C(OCc1ccccc1)C1CCCc2[nH]c3ccccc3c21. As a reaction SMILES: [CH2:1]1[CH2:2][CH2:3][CH:4]([C:14](=[O:15])[OH:16])[c:5]2[c:6]3[cH:7][cH:8][cH:9][cH:10][c:11]3[nH:12][c:13]21.[CH3:31][N:32]([CH3:33])[CH:34]=[O:35].[Cl:17][CH2:18][c:19]1[cH:20][cH:21][cH:22][cH:23][cH:24]1.[Na+:25].[Na+:26].[O-:27][C:28](=[O:29])[O-:30]>>[CH2:1]1[CH2:2][CH2:3][CH:4]([C:14](=[O:15])[O:16][CH2:18][c:19]2[cH:20][cH:21][cH:22][cH:23][cH:24]2)[c:5]2[c:6]3[cH:7][cH:8][cH:9][cH:10][c:11]3[nH:12][c:13]21. The reactants are C(C)(=O)OCC (ethyl acetate), S(O)(O)(=O)=O (sulfuric acid), [N+](=O)(O)[O-] (nitric acid), COC(C(C)(C)C1=C(C=CC=C1)OCC1=CC=CC=C1)=O (2-(2-benzyloxyphenyl)-2-methylpropionic acid methyl ester). Run in C(C)(=O)O (acetic acid). Conditions: temperature 45 celsius, time 4 hour. Product: COC(C(C)(C)C1=C(C=CC(=C1)[N+](=O)[O-])OCC1=CC=CC=C1)=O (2-(2-benzyloxy-5-nitrophenyl)-2-methylpropionic acid methyl ester). Yield: 46.0%. As a reaction SMILES: S(=O)(=O)(O)O.[N+:6]([O-:9])(O)=[O:7].[CH3:10][O:11][C:12](=[O:30])[C:13]([C:16]1[CH:21]=[CH:20][CH:19]=[CH:18][C:17]=1[O:22][CH2:23][C:24]1[CH:29]=[CH:28][CH:27]=[CH:26][CH:25]=1)([CH3:15])[CH3:14].C(OCC)(=O)C>C(O)(=O)C>[CH3:10][O:11][C:12](=[O:30])[C:13]([C:16]1[CH:21]=[C:20]([N+:6]([O-:9])=[O:7])[CH:19]=[CH:18][C:17]=1[O:22][CH2:23][C:24]1[CH:25]=[CH:26][CH:27]=[CH:28][CH:29]=1)([CH3:15])[CH3:14]. Procedure: To a mixture of sulfuric acid (0.27 ml) and nitric acid (0.34 ml), a solution of the compound (1.0 g) obtained in Example 561 in acetic acid (30 ml) was added dropwise at 5° C. The reaction mixture was stirred at 45° C. for 4 h, poured into ice cold water and ethyl acetate was added to the mixture. The organic layer was washed with a saturated aqueous sodium bicarbonate solution and a saturated aqueous sodium chloride solution, dried with anhydrous sodium sulfate and the solvent was distilled of... Starting materials: 2B, ClC=1C(=C(C2=C(OCCO2)C1)C1(C(N(C2=CC=CC=C12)C(C1=CC=CC=C1)C1=CC=CC=C1)=O)O)O (3-(7-chloro-6-hydroxy-2,3-dihydro-1,4-benzodioxin-5-yl)-1-(diphenylmethyl)-3-hydroxy-1,3-dihydro-2H-indol-2-one), BrC1=CC(=C(C=C1)C1(C(N(C2=CC=CC=C12)CC=1OC(=CC1)C(F)(F)F)=O)O)O (3-(4-bromo-2-hydroxyphenyl)-3-hydroxy-1-{[5-(trifluoromethyl)furan-2-yl]methyl}-1,3-dihydro-2H-indol-2-one). The product is ClC=1C(=C(C2=C(OCCO2)C1)C1C(N(C2=CC=CC=C12)C(C1=CC=CC=C1)C1=CC=CC=C1)=O)O (3-(7-chloro-6-hydroxy-2,3-dihydro-1,4-benzodioxin-5-yl)-1-(diphenylmethyl)-1,3-dihydro-2H-indol-2-one). As a reaction SMILES: [Cl:1][C:2]1[C:3]([OH:36])=[C:4]([C:12]2(O)[C:20]3[C:15](=[CH:16][CH:17]=[CH:18][CH:19]=3)[N:14]([CH:21]([C:28]3[CH:33]=[CH:32][CH:31]=[CH:30][CH:29]=3)[C:22]3[CH:27]=[CH:26][CH:25]=[CH:24][CH:23]=3)[C:13]2=[O:34])[C:5]2[O:10][CH2:9][CH2:8][O:7][C:6]=2[CH:11]=1.BrC1C=CC(C2(O)C3C(=CC=CC=3)N(CC3OC(C(F)(F)F)=CC=3)C2=O)=C(O)C=1>>[Cl:1][C:2]1[C:3]([OH:36])=[C:4]([CH:12]2[C:20]3[C:15](=[CH:16][CH:17]=[CH:18][CH:19]=3)[N:14]([CH:21]([C:28]3[CH:29]=[CH:30][CH:31]=[CH:32][CH:33]=3)[C:22]3[CH:27]=[CH:26][CH:25]=[CH:24][CH:23]=3)[C:13]2=[O:34])[C:5]2[O:10][CH2:9][CH2:8][O:7][C:6]=2[CH:11]=1. Procedure: Following the procedure as described in PREPARATION 2B, and making non-critical variations using 3-(7-chloro-6-hydroxy-2,3-dihydro-1,4-benzodioxin-5-yl)-1-(diphenylmethyl)-3-hydroxy-1,3-dihydro-2H-indol-2-one to replace 3-(4-bromo-2-hydroxyphenyl)-3-hydroxy-1-{[5-(trifluoromethyl)furan-2-yl]methyl}-1,3-dihydro-2H-indol-2-one, 3-(7-chloro-6-hydroxy-2,3-dihydro-1,4-benzodioxin-5-yl)-1-(diphenylmethyl)-1,3-dihydro-2H-indol-2-one was obtained (74%) as a colorless solid: 1H NMR (300 MHz, CDCl3) δ7.44...